Dataset: the Open Reaction Database (ORD), a public repository of structured organic reaction records. Task: describe an organic reaction: reactants, conditions, products, and yield Reactants: B, CSC, O=C(O)c1ccc(I)cc1, C1CCOC1. Yields the product O=Cc1ccc(I)cc1. RXN SMILES: [BH3:14].[CH3:11][S:12][CH3:13].[I:1][c:2]1[cH:3][cH:4][c:5]([C:6](=[O:7])[OH:8])[cH:9][cH:10]1.[O:15]1[CH2:16][CH2:17][CH2:18][CH2:19]1>>[I:1][c:2]1[cH:3][cH:4][c:5]([CH:6]=[O:7])[cH:9][cH:10]1. Starting materials: C(O)([O-])=O.[Na+] (sodium hydrogen carbonate), NCCCCCCCCCN1CCC(CC1)CN1N=C(N=C1)[C@](O)(C1=CC=CC=C1)C1CCCCC1 ((R)-(1-{[1-(9-aminononyl)piperidin-4-yl]methyl}-1H-1,2,4-triazol-3-yl)(cyclohexyl) phenylmethanol), C(C1=CC=CC=C1)OC=1C=CC(=C2C=CC(NC12)=O)[C@H](CBr)O[Si](C)(C)C(C)(C)C (8-(benzyloxy)-5-[(1R)-2-bromo-1-{[tert-butyl(dimethyl)silyl]oxy}ethyl]quinolin-2(1H)-one). Run in C(C)#N (acetonitrile). Run at temperature 90 celsius, time 72 hour. Product: N (ammonia), C(C1=CC=CC=C1)OC=1C=CC(=C2C=CC(NC12)=O)[C@H](CNCCCCCCCCCN1CCC(CC1)CN1N=C(N=C1)[C@@](C1=CC=CC=C1)(O)C1CCCCC1)O[Si](C)(C)C(C)(C)C (8-(benzyloxy)-5-[(1R)-1-{[tert-butyl(dimethyl)silyl]oxy}-2-({9-[4-({3-[(R)-cyclohexyl(hydroxy)phenylmethyl]-1H-1,2,4-triazol-1-yl}methyl)piperidin-1-yl]nonyl}amino)ethyl]quinolin-2(1H)-one). As a reaction SMILES: [NH2:1][CH2:2][CH2:3][CH2:4][CH2:5][CH2:6][CH2:7][CH2:8][CH2:9][CH2:10][N:11]1[CH2:16][CH2:15][CH:14]([CH2:17][N:18]2[CH:22]=[N:21][C:20]([C@@:23]([CH:31]3[CH2:36][CH2:35][CH2:34][CH2:33][CH2:32]3)([C:25]3[CH:30]=[CH:29][CH:28]=[CH:27][CH:26]=3)[OH:24])=[N:19]2)[CH2:13][CH2:12]1.[CH2:37]([O:44][C:45]1[CH:46]=[CH:47][C:48]([C@@H:56]([O:59][Si:60]([C:63]([CH3:66])([CH3:65])[CH3:64])([CH3:62])[CH3:61])[CH2:57]Br)=[C:49]2[C:54]=1[NH:53][C:52](=[O:55])[CH:51]=[CH:50]2)[C:38]1[CH:43]=[CH:42][CH:41]=[CH:40][CH:39]=1.C(=O)([O-])O.[Na+]>C(#N)C>[NH3:1].[CH2:37]([O:44][C:45]1[CH:46]=[CH:47][C:48]([C@@H:56]([O:59][Si:60]([C:63]([CH3:64])([CH3:66])[CH3:65])([CH3:62])[CH3:61])[CH2:57][NH:1][CH2:2][CH2:3][CH2:4][CH2:5][CH2:6][CH2:7][CH2:8][CH2:9][CH2:10][N:11]2[CH2:12][CH2:13][CH:14]([CH2:17][N:18]3[CH:22]=[N:21][C:20]([C@:23]([CH:31]4[CH2:32][CH2:33][CH2:34][CH2:35][CH2:36]4)([OH:24])[C:25]4[CH:30]=[CH:29][CH:28]=[CH:27][CH:26]=4)=[N:19]3)[CH2:15][CH2:16]2)=[C:49]2[C:54]=1[NH:53][C:52](=[O:55])[CH:51]=[CH:50]2)[C:38]1[CH:39]=[CH:40][CH:41]=[CH:42][CH:43]=1 |f:2.3|. Procedure: (R)-(1-{[1-(9-aminononyl)piperidin-4-yl]methyl}-1H-1,2,4-triazol-3-yl)(cyclohexyl) phenylmethanol (Preparation 6, 350 mg, 0.706 mg), 8-(benzyloxy)-5-[(1R)-2-bromo-1-{[tert-butyl(dimethyl)silyl]oxy}ethyl]quinolin-2(1H)-one (WO200509286, 345 mg, 0.706 mmol) and sodium hydrogen carbonate (88.9 mg, 1.06 mmol) were combined in acetonitrile (7 mL). After stirring at 90° C. for 72 hours the solvent was removed in vacuo and residue partitioned between dichloromethane (50 ml) and saturated aqueous sodium...